From a dataset of the Open Reaction Database (ORD), a public repository of structured organic reaction records. describe an organic reaction: reactants, conditions, products, and yield Starting materials: CC(C)(C)c1ccc(COc2cccc(C(=O)Nc3ccccc3S(N)(=O)=O)c2)cc1, CC(=O)OC(C)=O, CN(C)c1ccncc1, C1CCOC1. As a reaction SMILES: [C:8]([CH3:9])([CH3:10])([CH3:11])[c:12]1[cH:13][cH:14][c:15]([CH2:16][O:17][c:18]2[cH:19][c:20]([C:21](=[O:22])[NH:23][c:24]3[c:25]([S:30]([NH2:31])(=[O:32])=[O:33])[cH:26][cH:27][cH:28][cH:29]3)[cH:34][cH:35][cH:36]2)[cH:37][cH:38]1.[CH3:1][C:2](=[O:3])[O:4][C:5](=[O:6])[CH3:7].[CH3:39][N:40]([CH3:41])[c:42]1[cH:43][cH:44][n:45][cH:46][cH:47]1.[O:48]1[CH2:49][CH2:50][CH2:51][CH2:52]1>>[CH3:1][C:2](=[O:3])[NH:31][S:30]([c:25]1[c:24]([NH:23][C:21]([c:20]2[cH:19][c:18]([O:17][CH2:16][c:15]3[cH:14][cH:13][c:12]([C:8]([CH3:9])([CH3:10])[CH3:11])[cH:38][cH:37]3)[cH:36][cH:35][cH:34]2)=[O:22])[cH:29][cH:28][cH:27][cH:26]1)(=[O:32])=[O:33]. Yields the product CC(=O)NS(=O)(=O)c1ccccc1NC(=O)c1cccc(OCc2ccc(C(C)(C)C)cc2)c1.